From a dataset of the Open Reaction Database (ORD), a public repository of structured organic reaction records. describe an organic reaction: reactants, conditions, products, and yield Starting materials: C(=O)=O (dry ice), C(C)(=O)O (acetic acid), C(C1=CC=CC=C1)OC=1C=2N(C=CC1)C(=C(N2)C)COCC#C (8-benzyloxy-3-(2-propynyloxymethyl)-2-methylimidazo[1,2-a]pyridine), solution, C(CCC)[Li] (n-butyllithium). The solvent is O1CCCC1 (tetrahydrofuran), CCCCCC (n-hexane). Run at time 10 minute. The product is C(C1=CC=CC=C1)OC=1C=2N(C=CC1)C(=C(N2)C)COCC#CC(=O)O (8-benzyloxy-3-(3-carboxy-2-propynyloxymethyl)-2-methylimidazo[1,2-a]pyridine). Yield: 58.6%. Reaction SMILES: [CH2:1]([O:8][C:9]1[C:10]2[N:11]([C:15]([CH2:19][O:20][CH2:21][C:22]#[CH:23])=[C:16]([CH3:18])[N:17]=2)[CH:12]=[CH:13][CH:14]=1)[C:2]1[CH:7]=[CH:6][CH:5]=[CH:4][CH:3]=1.C([Li])CCC.[C:29](=[O:31])=[O:30].C(O)(=O)C>O1CCCC1.CCCCCC>[CH2:1]([O:8][C:9]1[C:10]2[N:11]([C:15]([CH2:19][O:20][CH2:21][C:22]#[C:23][C:29]([OH:31])=[O:30])=[C:16]([CH3:18])[N:17]=2)[CH:12]=[CH:13][CH:14]=1)[C:2]1[CH:3]=[CH:4][CH:5]=[CH:6][CH:7]=1. Procedure: To a solution of 8-benzyloxy-3-(2-propynyloxymethyl)-2-methylimidazo[1,2-a]pyridine (1 g) in tetrahydrofuran (10 ml) was added dropwise 10% solution of n-butyllithium in n-hexane (2.09 ml) at -60° C. under a nitrogen atmosphere. After being stirred for 10 minutes the solution was treated with dry ice (1.4 g), allowed to warm to room temperature, and acidified with diluted acetic acid. The resulting precipitates were collected by filtration, washed with water, and recrystallized from methanol to ...